From a dataset of the Open Reaction Database (ORD), a public repository of structured organic reaction records. describe an organic reaction: reactants, conditions, products, and yield Reactants: O=C([O-])[O-], CO, CC(C)n1cc(-c2ccc(C#C[Si](C)(C)C)cc2)c2ccc(NS(C)(=O)=O)cc21, CC(C)n1cc(-c2ccc(C#C[Si](C)(C)C)cn2)c2ccc(NS(C)(=O)=O)cc21, ClCCl, Cl, [K+], [K+], O. The product is C#Cc1ccc(-c2cn(C(C)C)c3cc(NS(C)(=O)=O)ccc23)cc1. Reaction SMILES: [C:59](=[O:60])([O-:61])[O-:62].[CH3:67][OH:68].[CH:1]([CH3:2])([CH3:3])[n:4]1[cH:5][c:6](-[c:18]2[cH:19][cH:20][c:21]([C:24]#[C:25][Si:26]([CH3:27])([CH3:28])[CH3:29])[cH:22][cH:23]2)[c:7]2[cH:8][cH:9][c:10]([NH:13][S:14](=[O:15])(=[O:16])[CH3:17])[cH:11][c:12]12.[CH:30]([n:31]1[c:32]2[c:33]([cH:34][cH:35][c:36]([NH:37][S:38]([CH3:39])(=[O:40])=[O:41])[cH:42]2)[c:43](-[c:44]2[cH:45][cH:46][c:47]([C:48]#[C:49][Si:50]([CH3:51])([CH3:52])[CH3:53])[cH:54][n:55]2)[cH:56]1)([CH3:57])[CH3:58].[Cl:69][CH2:70][Cl:71].[ClH:65].[K+:63].[K+:64].[OH2:66]>>[CH:1]([CH3:2])([CH3:3])[n:4]1[cH:5][c:6](-[c:18]2[cH:19][cH:20][c:21]([C:24]#[CH:25])[cH:22][cH:23]2)[c:7]2[cH:8][cH:9][c:10]([NH:13][S:14](=[O:15])(=[O:16])[CH3:17])[cH:11][c:12]12.